This data is from the Open Reaction Database (ORD), a public repository of structured organic reaction records. The task is: describe an organic reaction: reactants, conditions, products, and yield The reactants are CO, ClCCl, O=[O+][O-], CC1C(=O)C(C(O)C=Cc2ccccc2)CCN1C(=O)OC(C)(C)C. The product is CC1C(=O)C(C(O)C=O)CCN1C(=O)OC(C)(C)C. RXN SMILES: [CH3:29][OH:30].[Cl:31][CH2:32][Cl:33].[O-:1][O+:2]=[O:3].[OH:4][CH:5]([CH:6]=[CH:7][c:8]1[cH:9][cH:10][cH:11][cH:12][cH:13]1)[CH:14]1[C:15](=[O:28])[CH:16]([CH3:27])[N:17]([C:20](=[O:21])[O:22][C:23]([CH3:24])([CH3:25])[CH3:26])[CH2:18][CH2:19]1>>[O:1]=[CH:6][CH:5]([OH:4])[CH:14]1[C:15](=[O:28])[CH:16]([CH3:27])[N:17]([C:20](=[O:21])[O:22][C:23]([CH3:24])([CH3:25])[CH3:26])[CH2:18][CH2:19]1. Starting materials: COC(=O)[C@@H]1CC=C[C@H]1C1SCCCS1 (trans-methyl-3-(1.3-dithian2-yl)-4-cyclopentene-2-carboxylate), Cl (HCl), [OH-].[Na+] (sodium hydroxide). Run in O (water), O (water). Run at temperature 80 celsius. Yields the product S1C(SCCC1)[C@H]1[C@@H](CC=C1)C(=O)O (trans-3-(1,3-dithian-2-yl)-4-cyclopentene-2-carboxylic acid). RXN SMILES: C[O:2][C:3]([C@H:5]1[C@H:9]([CH:10]2[S:15][CH2:14][CH2:13][CH2:12][S:11]2)[CH:8]=[CH:7][CH2:6]1)=[O:4].[OH-].[Na+].Cl>O>[S:11]1[CH2:12][CH2:13][CH2:14][S:15][CH:10]1[C@@H:9]1[CH:8]=[CH:7][CH2:6][C@H:5]1[C:3]([OH:4])=[O:2] |f:1.2|. Reported procedure: In a 10 ml. reaction flask equipped with a reflux condenser, there are added 226 mg (0.93 mmol) of trans-methyl-3-(1.3-dithian-2-yl)-4-cyclopentene-2-carboxylate (as prepared in example 6) dissolved in 5 ml. of distilled water and a few mg of sodium hydroxide dissolved in one ml. of distilled water. The mixture is heated to 80° C for 3 hours, then cooled and neutralized by 5% HCl. The solution is extracted with ether and the ethereal layer is dried over anhydrous sodium sulfate, filtered and eva... The reactants are C(C)(C)(C)C1=C(OC2=NC=CC=C2NC=2SC(=C(N2)C(F)(F)F)C#N)C=CC=C1 (2-(2-(2-tert-butylphenoxy)pyridin-3-ylamino)-4-(trifluoromethyl)thiazole-5-carbonitrile), Cl.NO (hydroxylamine hydrochloride salt), CCN(C(C)C)C(C)C (DIPEA). Solvent: C(C)O (ethanol), C(C)(=O)OCC (ethyl acetate). Run at temperature 60 celsius. The product is C(C)(C)(C)C1=C(OC2=NC=CC=C2NC=2SC(=C(N2)C(F)(F)F)/C(=N/O)/N)C=CC=C1 ((Z)-2-(2-(2-tert-Butylphenoxy)pyridin-3-ylamino)-N′-hydroxy-4-(trifluoromethyl)thiazole-5-carboxamidine). RXN SMILES: [C:1]([C:5]1[CH:29]=[CH:28][CH:27]=[CH:26][C:6]=1[O:7][C:8]1[C:13]([NH:14][C:15]2[S:16][C:17]([C:24]#[N:25])=[C:18]([C:20]([F:23])([F:22])[F:21])[N:19]=2)=[CH:12][CH:11]=[CH:10][N:9]=1)([CH3:4])([CH3:3])[CH3:2].Cl.[NH2:31][OH:32].CCN(C(C)C)C(C)C>C(O)C.C(OCC)(=O)C>[C:1]([C:5]1[CH:29]=[CH:28][CH:27]=[CH:26][C:6]=1[O:7][C:8]1[C:13]([NH:14][C:15]2[S:16][C:17](/[C:24](/[NH2:25])=[N:31]/[OH:32])=[C:18]([C:20]([F:22])([F:23])[F:21])[N:19]=2)=[CH:12][CH:11]=[CH:10][N:9]=1)([CH3:4])([CH3:2])[CH3:3] |f:1.2|. Procedure: A mixture of 2-(2-(2-tert-butylphenoxy)pyridin-3-ylamino)-4-(trifluoromethyl)thiazole-5-carbonitrile (Example 404, 177 mg, 0.42 mmol), hydroxylamine hydrochloride salt (145 mg, 2.1 mmol), DIPEA (732 μL, 4.2 mmol) in ethanol (5 mL) was heated at 60° C. for 5 h. The reaction was diluted with ethyl acetate and washed with brine. The organic layer was separated and evaporated to give the crude product. Purification of the crude product by flash chromatography (silica, 0-80% EtOAc/hexane gradient) ga... The reactants are NC(=O)CC(N)C(=O)O, [Na+], C1COCCO1, [OH-], O, O, O=S(=O)(Cl)c1ccccc1. The product is NC(=O)CC(NS(=O)(=O)c1ccccc1)C(=O)O. RXN SMILES: [NH2:1][CH:2]([CH2:3][C:4]([NH2:5])=[O:6])[C:7]([OH:8])=[O:9].[Na+:11].[O:13]1[CH2:14][CH2:15][O:16][CH2:17][CH2:18]1.[OH-:10].[OH2:12].[OH2:29].[c:19]1([S:25](=[O:26])(=[O:27])[Cl:28])[cH:20][cH:21][cH:22][cH:23][cH:24]1>>[NH:1]([CH:2]([CH2:3][C:4]([NH2:5])=[O:6])[C:7]([OH:8])=[O:9])[S:25]([c:19]1[cH:20][cH:21][cH:22][cH:23][cH:24]1)(=[O:26])=[O:27]. Starting materials: FC1=CC=C(C=N1)N (6-fluoropyridin-3-amine), solution, C(C)(C)[Mg]Cl (isopropylmagnesium chloride), C(C)(C)C1=CC(=CN1)NC1=NC(=NC=2CCCCC12)N1C(CCC1)C(=O)OC (methyl 1-(4-(5-isopropyl-1H-pyrrol-3-ylamino)-5,6,7,8-tetrahydroquinazolin-2-yl)pyrrolidine-2-carboxylate), resultant mixture. Run in C1CCOC1 (THF), C1CCOC1 (THF), C1CCOC1 (THF). Run at time 2 hour. Yields the product FC1=CC=C(C=N1)NC(=O)C1N(CCC1)C1=NC=2CCCCC2C(=N1)NC1=CNC(=C1)C(C)C (N-(6-fluoropyridin-3-yl)-1-(4-(5-isopropyl-1H-pyrrol-3-ylamino)-5,6,7,8-tetrahydroquinazolin-2-yl)pyrrolidine-2-carboxamide). Yield: 51.9%. As a reaction SMILES: [F:1][C:2]1[N:7]=[CH:6][C:5]([NH2:8])=[CH:4][CH:3]=1.C([Mg]Cl)(C)C.[CH:14]([C:17]1[NH:21][CH:20]=[C:19]([NH:22][C:23]2[C:32]3[CH2:31][CH2:30][CH2:29][CH2:28][C:27]=3[N:26]=[C:25]([N:33]3[CH2:37][CH2:36][CH2:35][CH:34]3[C:38](OC)=[O:39])[N:24]=2)[CH:18]=1)([CH3:16])[CH3:15]>C1COCC1>[F:1][C:2]1[N:7]=[CH:6][C:5]([NH:8][C:38]([CH:34]2[CH2:35][CH2:36][CH2:37][N:33]2[C:25]2[N:24]=[C:23]([NH:22][C:19]3[CH:18]=[C:17]([CH:14]([CH3:16])[CH3:15])[NH:21][CH:20]=3)[C:32]3[CH2:31][CH2:30][CH2:29][CH2:28][C:27]=3[N:26]=2)=[O:39])=[CH:4][CH:3]=1. Reported procedure: To a solution of 6-fluoropyridin-3-amine (1.41 g, 12.5 mmol) in THF (30 mL) was added 2M solution of isopropylmagnesium chloride in THF (6.2 mL, 12.4 mmol) dropwise at 0° C. The resultant mixture was stirred at the same temperature for 20 min followed by the dropwise addition of a solution of methyl 1-(4-(5-isopropyl-1H-pyrrol-3-ylamino)-5,6,7,8-tetrahydroquinazolin-2-yl)pyrrolidine-2-carboxylate (1.2 g, 3.12 mmol) in THF (10 mL) at 0° C. The reaction mixture was stirred at RT for 2 h. The progr... Reactants: NC[C@@H]1N(CCC[C@@H]1C)C(=O)C=1N=C(SC1C1=CC=C(C=C1)F)C (rac-cis-(2-(aminomethyl)-3-methylpiperidin-1-yl)(5-(4-fluorophenyl)-2-methylthiazol-4-yl)methanone), ClC1=NC=CC(=N1)Cl (2,4-dichloropyrimidine), C(=O)([O-])[O-].[K+].[K+] (K2CO3). The solvent is CC(=O)N(C)C (DMAC). Run at temperature 120 celsius, time 18 hour. Product: ClC1=NC=CC(=N1)NC[C@@H]1N(CCC[C@@H]1C)C(=O)C=1N=C(SC1C1=CC=C(C=C1)F)C (rac-cis-(2-(((2-Chloropyrimidin-4-yl)amino)methyl)-3-methylpiperidin-1-yl)(5-(4-fluorophenyl)-2-methylthiazol-4-yl)methanone). Reaction SMILES: [NH2:1][CH2:2][C@H:3]1[C@@H:8]([CH3:9])[CH2:7][CH2:6][CH2:5][N:4]1[C:10]([C:12]1[N:13]=[C:14]([CH3:24])[S:15][C:16]=1[C:17]1[CH:22]=[CH:21][C:20]([F:23])=[CH:19][CH:18]=1)=[O:11].[Cl:25][C:26]1[N:31]=[C:30](Cl)[CH:29]=[CH:28][N:27]=1.C([O-])([O-])=O.[K+].[K+]>CC(N(C)C)=O>[Cl:25][C:26]1[N:31]=[C:30]([NH:1][CH2:2][C@H:3]2[C@@H:8]([CH3:9])[CH2:7][CH2:6][CH2:5][N:4]2[C:10]([C:12]2[N:13]=[C:14]([CH3:24])[S:15][C:16]=2[C:17]2[CH:18]=[CH:19][C:20]([F:23])=[CH:21][CH:22]=2)=[O:11])[CH:29]=[CH:28][N:27]=1 |f:2.3.4|. Reported procedure: A mixture of rac-cis-(2-(aminomethyl)-3-methylpiperidin-1-yl)(5-(4-fluorophenyl)-2-methylthiazol-4-yl)methanone, 2,4-dichloropyrimidine, and K2CO3 in DMAC was stirred at 120° C. for 18 h. The reaction was cooled and concentrated in vacuo. The crude reaction mixture was purified by reverse-phase preparative HPLC to afford the title compound as the major isomer. MS (ESI) 459.94 (M+H). Reactants: C(C)OC(C(=CO)C=1C=NC=CC1)=O (3-Hydroxy-2-pyridin-3-yl-acrylic acid ethyl ester), N(N)C1=NC=C(C=C1)C(F)(F)F (2-hydrazino-5-(trifluoromethyl)pyridine). Product: N1=CC(=CC=C1)C=1C(N(NC1)C1=NC=C(C=C1)C(F)(F)F)=O (4-Pyridin-3-yl-2-[5-(trifluoromethyl)pyridin-2-yl]-1,2-dihydro-3H-pyrazol-3-one). Reaction SMILES: C(O[C:4](=[O:14])[C:5]([C:8]1[CH:9]=[N:10][CH:11]=[CH:12][CH:13]=1)=[CH:6]O)C.[NH:15]([C:17]1[CH:22]=[CH:21][C:20]([C:23]([F:26])([F:25])[F:24])=[CH:19][N:18]=1)[NH2:16]>>[N:10]1[CH:11]=[CH:12][CH:13]=[C:8]([C:5]2[C:4](=[O:14])[N:15]([C:17]3[CH:22]=[CH:21][C:20]([C:23]([F:26])([F:24])[F:25])=[CH:19][N:18]=3)[NH:16][CH:6]=2)[CH:9]=1. Procedure: The compound is prepared analogously to Example 2 from 580 mg (3.00 mmol) of the compound from Example 2A and 558 mg (3.00 mmol) 2-hydrazino-5-(trifluoromethyl)pyridine.